Dataset: the Open Reaction Database (ORD), a public repository of structured organic reaction records. Task: describe an organic reaction: reactants, conditions, products, and yield Starting materials: C(=O)C=1CS[C@H]2N(C1C(=O)OC(C1=CC=CC=C1)C1=CC=CC=C1)C(C2NC(CC=2SC=CC2)=O)=O (diphenylmethyl 3-formyl-7-(2-thienylacetamido)-3-cephem-4-carboxylate), Cl.C(=O)(OCC)CNN (carbethoxymethylhydrazine hydrochloride). The solvent is O1CCCC1 (tetrahydrofuran), O (water). Conditions: time 2 day. The product is S1C(=CC=C1)CC(=O)NC1[C@@H]2N(C(=C(CS2)C=NNCC(=O)OCC)C(=O)OC(C2=CC=CC=C2)C2=CC=CC=C2)C1=O (diphenylmethyl 7-(2-thienylacetamido)-3-(2-carbethoxymethylhydrazono)methyl-3-cephem-4-carboxylate). Yield: 69.8%. As a reaction SMILES: [CH:1]([C:3]1[CH2:4][S:5][C@@H:6]2[CH:26]([NH:27][C:28](=[O:35])[CH2:29][C:30]3[S:31][CH:32]=[CH:33][CH:34]=3)[C:25](=[O:36])[N:7]2[C:8]=1[C:9]([O:11][CH:12]([C:19]1[CH:24]=[CH:23][CH:22]=[CH:21][CH:20]=1)[C:13]1[CH:18]=[CH:17][CH:16]=[CH:15][CH:14]=1)=[O:10])=O.Cl.[C:38]([CH2:43][NH:44][NH2:45])([O:40][CH2:41][CH3:42])=[O:39]>O1CCCC1.O>[S:31]1[CH:32]=[CH:33][CH:34]=[C:30]1[CH2:29][C:28]([NH:27][CH:26]1[C:25](=[O:36])[N:7]2[C:8]([C:9]([O:11][CH:12]([C:13]3[CH:18]=[CH:17][CH:16]=[CH:15][CH:14]=3)[C:19]3[CH:20]=[CH:21][CH:22]=[CH:23][CH:24]=3)=[O:10])=[C:3]([CH:1]=[N:45][NH:44][CH2:43][C:38]([O:40][CH2:41][CH3:42])=[O:39])[CH2:4][S:5][C@H:6]12)=[O:35] |f:1.2|. Procedure details: To a solution of diphenylmethyl 3-formyl-7-(2-thienylacetamido)-3-cephem-4-carboxylate (155 mg) in tetrahydrofuran (15 ml) is added a solution of carbethoxymethylhydrazine hydrochloride (69 mg) in water (2.5 ml), and the mixture is kept at room temperature for 2 days. The crystals obtained by concentration of the reaction mixture are collected by filtration, washed with ether and water, and dried to give diphenylmethyl 7-(2-thienylacetamido)-3-(2-carbethoxymethylhydrazono)methyl-3-cephem-4-carbo... Starting materials: [H-].[Na+] (Sodium hydride), C(C1=CC=CC=C1)O (benzyl alcohol), C(C)(=O)C(CCCCCCC(=O)OCC)CCCC1CO1 (ethyl 8-acetyl-12,13-epoxytridecanoate). The solvent is O (water). Conditions: time 18 hour. Product: C(C)(=O)C(CCCCCCC(=O)OCC1=CC=CC=C1)CCCC(COCC1=CC=CC=C1)O (Benzyl 8-Acetyl-12-hydroxy-13-benzyloxytridecanoate). RXN SMILES: [H-].[Na+].[CH2:3]([OH:10])[C:4]1[CH:9]=[CH:8][CH:7]=[CH:6][CH:5]=1.[C:11]([CH:14]([CH2:26][CH2:27][CH2:28][CH:29]1[O:31][CH2:30]1)[CH2:15][CH2:16][CH2:17][CH2:18][CH2:19][CH2:20][C:21]([O:23][CH2:24][CH3:25])=[O:22])(=[O:13])[CH3:12]>O>[C:11]([CH:14]([CH2:26][CH2:27][CH2:28][CH:29]([OH:31])[CH2:30][O:10][CH2:3][C:4]1[CH:9]=[CH:8][CH:7]=[CH:6][CH:5]=1)[CH2:15][CH2:16][CH2:17][CH2:18][CH2:19][CH2:20][C:21]([O:23][CH2:24][C:25]1[CH:8]=[CH:9][CH:4]=[CH:5][CH:6]=1)=[O:22])(=[O:13])[CH3:12] |f:0.1|. Procedure: Sodium hydride (0.04 mole) is added in portions with stirring to benzyl alcohol (25 ml.). To the resulting solution, ethyl 8-acetyl-12,13-epoxytridecanoate (0.02 mole) is added and the mixture allowed to stand 18 hours at 55°-60°. The reaction mixture is then cooled and treated with water. The organic layer is separated and dried over magnesium sulfate. Excess benzyl alcohol is removed by distillation in vacuo by means of the rotary evaporator at oil pump pressure. The residue consists mainly of...